Dataset: the Open Reaction Database (ORD), a public repository of structured organic reaction records. Task: describe an organic reaction: reactants, conditions, products, and yield Reactants: Cc1nc2ccc(F)c(F)c2c(OC(=O)C2CC2)c1C, CO, Cl, [Na+], [OH-], O. Yields the product Cc1nc2ccc(F)c(F)c2c(O)c1C. Reaction SMILES: [CH3:1][c:2]1[n:3][c:4]2[cH:5][cH:6][c:7]([F:20])[c:8]([F:19])[c:9]2[c:10]([O:13][C:14]([CH:15]2[CH2:16][CH2:17]2)=[O:18])[c:11]1[CH3:12].[CH3:25][OH:26].[ClH:24].[Na+:22].[OH-:21].[OH2:23]>>[CH3:1][c:2]1[n:3][c:4]2[cH:5][cH:6][c:7]([F:20])[c:8]([F:19])[c:9]2[c:10]([OH:13])[c:11]1[CH3:12]. The reactants are C(C)ON=C(CCC)C=1C(CC(CC1O)C=1C(=NC(=NC1OC)SC)OC)=O (2-[1-(Ethoxyimino)butyl]-3-hydroxy-5-(4,6-dimethoxy-2-methylthio-5-pyrimidyl)cyclohex-2-en-1-one), Cl.ClC=CCON (3-chloroallyloxyamine hydrochloride), ( iv ). The product is ClC=CCON=C(CCC)C=1C(CC(CC1O)C=1C(=NC(=NC1OC)SC)OC)=O (2-[1-(3-Chloroallyloxyimino)butyl]-3-hydroxy-5-(4,6-dimethoxy-2-methylthio-5-pyrimidyl)cyclohex-2-en-1-one). RXN SMILES: [CH2:1]([O:3][N:4]=[C:5]([C:9]1[C:10](=[O:28])[CH2:11][CH:12]([C:16]2[C:17]([O:26][CH3:27])=[N:18][C:19]([S:24][CH3:25])=[N:20][C:21]=2[O:22][CH3:23])[CH2:13][C:14]=1[OH:15])[CH2:6][CH2:7][CH3:8])[CH3:2].Cl.[Cl:30][CH:31]=CCON>>[Cl:30][CH:31]=[CH:2][CH2:1][O:3][N:4]=[C:5]([C:9]1[C:10](=[O:28])[CH2:11][CH:12]([C:16]2[C:21]([O:22][CH3:23])=[N:20][C:19]([S:24][CH3:25])=[N:18][C:17]=2[O:26][CH3:27])[CH2:13][C:14]=1[OH:15])[CH2:6][CH2:7][CH3:8] |f:1.2|. Procedure details: 2-[1-(3-Chloroallyloxyimino)butyl]-3-hydroxy-5-(4,6-dimethoxy-2-methylthio-5-pyrimidyl)cyclohex-2-en-1-one (6) was prepared from 2-butyryl-3-hydroxy-5-[5-(4,6-dimethoxy-2-methylthiopyrimidyl]cyclohex-2-en-1-one (see Example 3) and 3-chloroallyloxyamine hydrochloride following essentially the same procedure as that described in Example 1, part (iv). The product was obtained as a nearly colourless oil and was characterized by nuclear resonance spectroscopy. Reactants: example 1 ( b ), C(C)(C)OC1=C(C(=O)O)C=C(C=C1)S(=O)(=O)C (2-Isopropoxy-5-methanesulfonyl-benzoic acid), Cl.N1(CCNCC1)C=1SC(=CN1)C(CC)=O (1-(2-piperazin-1-yl-thiazol-5-yl)-propan-1-one hydrochloride). The product is C(C)(C)OC1=C(C(=O)N2CCN(CC2)C=2SC(=CN2)C(CC)=O)C=C(C=C1)S(=O)(=O)C (1-{2-[4-(2-Isopropoxy-5-methanesulfonyl-benzoyl)-piperazin-1-yl]-thiazol-5-yl}-propan-1-one). Yield: 24.0%. Reaction SMILES: [CH:1]([O:4][C:5]1[CH:13]=[CH:12][C:11]([S:14]([CH3:17])(=[O:16])=[O:15])=[CH:10][C:6]=1[C:7]([OH:9])=O)([CH3:3])[CH3:2].Cl.[N:19]1([C:25]2[S:26][C:27]([C:30](=[O:33])[CH2:31][CH3:32])=[CH:28][N:29]=2)[CH2:24][CH2:23][NH:22][CH2:21][CH2:20]1>>[CH:1]([O:4][C:5]1[CH:13]=[CH:12][C:11]([S:14]([CH3:17])(=[O:16])=[O:15])=[CH:10][C:6]=1[C:7]([N:22]1[CH2:23][CH2:24][N:19]([C:25]2[S:26][C:27]([C:30](=[O:33])[CH2:31][CH3:32])=[CH:28][N:29]=2)[CH2:20][CH2:21]1)=[O:9])([CH3:2])[CH3:3] |f:1.2|. Procedure details: Prepared in analogy to example 1 (b) from 2-isopropoxy-5-methanesulfonyl-benzoic acid (Example A1) and 1-(2-piperazin-1-yl-thiazol-5-yl)-propan-1-one hydrochloride. The crude material was purified by chromatography (SiO2, methanol/dichloromethane) to yield the title compound as a light brown crystalline solid (yield 24%). MS (m/e): 466.0 (M+H+, 100%).